This data is from the Open Reaction Database (ORD), a public repository of structured organic reaction records. The task is: describe an organic reaction: reactants, conditions, products, and yield Procedure details: A solution of 279 mg of ethyl 4-isopropenyl-1-[(2'-methoxalylbiphenyl-4-yl)methyl)-2-propylimidazole-5-carboxylate [prepared as described in step (a) above] dissolved in 3 ml of dioxane was mixed with a solution of 123 mg of lithium hydroxide monohydrate dissolved in 3 ml of water, and the resulting mixture was stirred at 80° C. for 5 hours. At the end of this time, the dioxane was removed by distillation under reduced pressure, and 2.94 ml of 1N aqueous hydrochloric acid were added to the resid... The yield is 84.2%. Solvent: O1CCOCC1 (dioxane), O (water). As a reaction SMILES: [C:1]([C:4]1[N:5]=[C:6]([CH2:33][CH2:34][CH3:35])[N:7]([CH2:14][C:15]2[CH:20]=[CH:19][C:18]([C:21]3[CH:26]=[CH:25][CH:24]=[CH:23][C:22]=3[C:27]([C:29]([O:31]C)=[O:30])=[O:28])=[CH:17][CH:16]=2)[C:8]=1[C:9]([O:11]CC)=[O:10])([CH3:3])=[CH2:2].O.[OH-].[Li+]>O1CCOCC1.O>[C:1]([C:4]1[N:5]=[C:6]([CH2:33][CH2:34][CH3:35])[N:7]([CH2:14][C:15]2[CH:20]=[CH:19][C:18]([C:21]3[CH:26]=[CH:25][CH:24]=[CH:23][C:22]=3[C:27]([C:29]([OH:31])=[O:30])=[O:28])=[CH:17][CH:16]=2)[C:8]=1[C:9]([OH:11])=[O:10])([CH3:3])=[CH2:2] |f:1.2.3|. Yields the product C(=C)(C)C=1N=C(N(C1C(=O)O)CC1=CC=C(C=C1)C1=C(C=CC=C1)C(=O)C(=O)O)CCC (4-Isopropenyl-1-[(2'-oxalobiphenyl-4-yl)methyl]-2propylimidazole-5-carboxylic acid). The reactants are C(=C)(C)C=1N=C(N(C1C(=O)OCC)CC1=CC=C(C=C1)C1=C(C=CC=C1)C(=O)C(=O)OC)CCC (ethyl 4-isopropenyl-1-[(2'-methoxalylbiphenyl-4-yl)methyl)-2-propylimidazole-5-carboxylate), O.[OH-].[Li+] (lithium hydroxide monohydrate). Run at temperature 80 celsius, time 5 hour. The product is CCCCCCN1C(=O)N=C(P(=O)(OCC)OCC)C1=O. As a reaction SMILES: [CH2:29]([CH2:30][CH2:31][CH2:32][CH2:33][CH3:34])[N:35]1[C:36](=[O:55])[N:37]([CH2:49][CH2:50][CH2:51][CH2:52][CH2:53][CH3:54])[CH:38]([P:41]([O:42][CH2:43][CH3:44])([O:45][CH2:46][CH3:47])=[O:48])[C:39]1=[O:40].[I:22][CH2:23][CH2:24][CH2:25][CH2:26][CH2:27][CH3:28].[K+:16].[K+:17].[O-:18][C:19]([O-:20])=[O:21].[O:1]=[C:2]1[N:3]=[C:4]([P:5](=[O:6])([O:7][CH2:8][CH3:9])[O:10][CH2:11][CH3:12])[C:13](=[O:14])[NH:15]1.[O:56]=[CH:57][N:58]([CH3:59])[CH3:60]>>[CH2:29]([CH2:30][CH2:31][CH2:32][CH2:33][CH3:34])[N:35]1[C:36](=[O:55])[N:37]=[C:38]([P:41]([O:42][CH2:43][CH3:44])([O:45][CH2:46][CH3:47])=[O:48])[C:39]1=[O:40]. Reactants: CCCCCCN1C(=O)C(P(=O)(OCC)OCC)N(CCCCCC)C1=O, CCCCCCI, [K+], [K+], O=C([O-])[O-], CCOP(=O)(OCC)C1=NC(=O)NC1=O, CN(C)C=O. Starting materials: ClC1=C(C(=O)OC)C=CC=N1 (methyl chloronicotinate), C([O-])([O-])=O.[K+].[K+] (potassium carbonate), Cl.Cl.N1=C(N=CC=C1)N1CCNCC1 (N-(2-pyrimidyl)piperazine dihydrochloride), product. Solvent: CN(C)C=O (DMF). The product is N1=C(N=CC=C1)N1CCN(CC1)C1=C(C(=O)OC)C=CC=N1 (Methyl 2-(4-(Pyrimid-2-yl)piperazin-1-yl)nicotinate). RXN SMILES: Cl[C:2]1[N:11]=[CH:10][CH:9]=[CH:8][C:3]=1[C:4]([O:6][CH3:7])=[O:5].C(=O)([O-])[O-].[K+].[K+].Cl.Cl.[N:20]1[CH:25]=[CH:24][CH:23]=[N:22][C:21]=1[N:26]1[CH2:31][CH2:30][NH:29][CH2:28][CH2:27]1>CN(C=O)C>[N:20]1[CH:25]=[CH:24][CH:23]=[N:22][C:21]=1[N:26]1[CH2:31][CH2:30][N:29]([C:2]2[N:11]=[CH:10][CH:9]=[CH:8][C:3]=2[C:4]([O:6][CH3:7])=[O:5])[CH2:28][CH2:27]1 |f:1.2.3,4.5.6|. Procedure: 3.4 g of methyl chloronicotinate, 11.1 g of potassium carbonate and 4.7 g of N-(2-pyrimidyl)piperazine dihydrochloride were reacted in 75 ml of DMF analogously to Example 1a, 4.6 g (78%) of the product being obtained. The reactants are NC1=CC=C(OCC2=NN=C(O2)NC2=CC(=C(C=C2)Cl)Cl)C=C1 (5-((4-aminophenoxy)methyl)-N-(3,4-dichlorophenyl)-1,3,4-oxadiazol-2-amine), ClC(=O)OC(C)C (isopropyl chloroformate). The solvent is N1=CC=CC=C1 (pyridine). Reaction conditions: time 8 hour. Yields the product ClC=1C=C(C=CC1Cl)NC1=NN=C(O1)COC1=CC=C(C=C1)NC(OC(C)C)=O (isopropyl (4-((5-((3,4-dichlorophenyl)amino)-1,3,4-oxadiazol-2-yl)methoxy)phenyl)carbamate). The yield is 18.5%. RXN SMILES: [NH2:1][C:2]1[CH:23]=[CH:22][C:5]([O:6][CH2:7][C:8]2[O:12][C:11]([NH:13][C:14]3[CH:19]=[CH:18][C:17]([Cl:20])=[C:16]([Cl:21])[CH:15]=3)=[N:10][N:9]=2)=[CH:4][CH:3]=1.Cl[C:25]([O:27][CH:28]([CH3:30])[CH3:29])=[O:26]>N1C=CC=CC=1>[Cl:21][C:16]1[CH:15]=[C:14]([NH:13][C:11]2[O:12][C:8]([CH2:7][O:6][C:5]3[CH:22]=[CH:23][C:2]([NH:1][C:25](=[O:26])[O:27][CH:28]([CH3:30])[CH3:29])=[CH:3][CH:4]=3)=[N:9][N:10]=2)[CH:19]=[CH:18][C:17]=1[Cl:20]. Reported procedure: To a stirred solution of 5-((4-aminophenoxy)methyl)-N-(3,4-dichlorophenyl)-1,3,4-oxadiazol-2-amine (130 mg, 0.370 mmol) in pyridine (1 mL) at 0° C., isopropyl chloroformate (1 M solution in toluene, 0.370 mL, 0.370 mmol) was added and the reaction was stirred at room temperature overnight. Solvent was removed under vacuum. The residue was filtered and purified by preparative HPLC to obtain isopropyl (4-((5-((3,4-dichlorophenyl)amino)-1,3,4-oxadiazol-2-yl)methoxy)phenyl)carbamate (0.03 g, 14%). 1...